From a dataset of the Open Reaction Database (ORD), a public repository of structured organic reaction records. describe an organic reaction: reactants, conditions, products, and yield The reactants are C(C)N(CCN1C(C2=C(CC1)NC(=C2C)C=O)=O)CC (5-(2-diethylamino-ethyl)-3-methyl-4-oxo-4,5,6,7-tetrahydro-1H-pyrrolo[3,2-c]pyridine-2-carbaldehyde), ClC=1C(=C(C=CC1)C1=C2CC(NC2=CC=C1)=O)F (4-(3-chloro-2-fluoro-phenyl)-1,3-dihydro-indol-2-one). Yields the product ClC=1C(=C(C=CC1)C1=C2C(C(NC2=CC=C1)=O)=CC1=C(C=2C(N(CCC2N1)CCN(CC)CC)=O)C)F (2-[4-(3-chloro-2-fluoro-phenyl)-2-oxo-1,2-dihydro-indol-3-ylidenemethyl]-5-(2-diethylamino-ethyl)-3-methyl-1,5,6,7-tetrahydro-pyrrolo[3,2-c]pyridin-4-one). The yield is 30.0%. As a reaction SMILES: [CH2:1]([N:3]([CH2:19][CH3:20])[CH2:4][CH2:5][N:6]1[CH2:11][CH2:10][C:9]2[NH:12][C:13]([CH:16]=O)=[C:14]([CH3:15])[C:8]=2[C:7]1=[O:18])[CH3:2].[Cl:21][C:22]1[C:23]([F:38])=[C:24]([C:28]2[CH:36]=[CH:35][CH:34]=[C:33]3[C:29]=2[CH2:30][C:31](=[O:37])[NH:32]3)[CH:25]=[CH:26][CH:27]=1>>[Cl:21][C:22]1[C:23]([F:38])=[C:24]([C:28]2[CH:36]=[CH:35][CH:34]=[C:33]3[C:29]=2[C:30](=[CH:16][C:13]2[NH:12][C:9]4[CH2:10][CH2:11][N:6]([CH2:5][CH2:4][N:3]([CH2:19][CH3:20])[CH2:1][CH3:2])[C:7](=[O:18])[C:8]=4[C:14]=2[CH3:15])[C:31](=[O:37])[NH:32]3)[CH:25]=[CH:26][CH:27]=1. Procedure: The title compound was prepared under the same conditions as described in Example 1 with 5-(2-diethylamino-ethyl)-3-methyl-4-oxo-4,5,6,7-tetrahydro-1H-pyrrolo[3,2-c]pyridine-2-carbaldehyde and 4-(3-chloro-2-fluoro-phenyl)-1,3-dihydro-indol-2-one (prepared according to WO2002055517) as starting materials to give 2-[4-(3-chloro-2-fluoro-phenyl)-2-oxo-1,2-dihydro-indol-3-ylidenemethyl]-5-(2-diethylamino-ethyl)-3-methyl-1,5,6,7-tetrahydro-pyrrolo[3,2-c]pyridin-4-one (30 mg, 30.0%) as a light yellow ... Reactants: O1C(CCC1)CO (tetrahydro-2-furanmethanol), ClC(Cl)(OC(OC(Cl)(Cl)Cl)=O)Cl (triphosgene), N1=CC=CC2=CC=CC=C12 (quinoline), ClC(=O)[O-] (chloroformate), C(C)N(C1=CC=C(C=C1)NC(=O)C1(CC2=CC=CC=C2CC1)N)CC (2-Amino-1,2,3,4-tetrahydro-naphthalene-2-carboxylic acid (4-diethylamino-phenyl)-amide), N1=CC=CC=C1 (pyridine). Run in Cl (HCl), C1(=CC=CC=C1)C.C(Cl)Cl (toluene methylene chloride), O1CCCC1 (tetrahydrofuran), O1CCCC1 (tetrahydrofuran). Reaction conditions: time 8 hour. The product is O1C(CCC1)COC(NC1(CC2=CC=CC=C2CC1)C(=O)NC1=CC=C(C=C1)N(CC)CC)=O (Tetrahydrofuran-2-ylmethyl-2-(((4-(diethylamino)phenyl)amino)carbonyl)-1,2,3,4-tetrahydronaphthalen-2-ylcarbamate). RXN SMILES: [O:1]1[CH2:5][CH2:4][CH2:3][CH:2]1[CH2:6][OH:7].ClC(Cl)(O[C:12](=[O:18])OC(Cl)(Cl)Cl)Cl.N1C2C(=CC=CC=2)C=CC=1.ClC([O-])=O.[CH2:34]([N:36]([CH2:57][CH3:58])[C:37]1[CH:42]=[CH:41][C:40]([NH:43][C:44]([C:46]2([NH2:56])[CH2:55][CH2:54][C:53]3[C:48](=[CH:49][CH:50]=[CH:51][CH:52]=3)[CH2:47]2)=[O:45])=[CH:39][CH:38]=1)[CH3:35].N1C=CC=CC=1>C1(C)C=CC=CC=1.C(Cl)Cl.Cl.O1CCCC1>[O:1]1[CH2:5][CH2:4][CH2:3][CH:2]1[CH2:6][O:7][C:12](=[O:18])[NH:56][C:46]1([C:44]([NH:43][C:40]2[CH:39]=[CH:38][C:37]([N:36]([CH2:57][CH3:58])[CH2:34][CH3:35])=[CH:42][CH:41]=2)=[O:45])[CH2:55][CH2:54][C:53]2[C:48](=[CH:49][CH:50]=[CH:51][CH:52]=2)[CH2:47]1 |f:6.7|. Procedure details: To a cold solution (0° C.) of tetrahydro-2-furanmethanol (0.013 mL, 0.13 mmol) in toluene:methylene chloride (1:1, 0.03 mL) was added triphosgene (30 mg, 0.1 mmol) and quinoline (0.018 mL, 0.15 mmole) at 0° C. The reaction mixture was allowed to warm to room temperature and stirred overnight. The reaction was cooled at 0° C., diluted with 3 N HCl and extracted with ethyl acetate twice. The combined organic layer was washed with brine, dried over sodium sulfate, filtered and concentrated under re... Reactants: resultant mixture, O=S1(C=CC2=C1C=CC(=C2)OC=2C=C(C(=O)NC1=NN(C=C1)C)C=C(C2)O[C@H](COC)C)=O (3-[(1,1-dioxido-1-benzothien-5-yl)oxy]-5-{[(1S)-1-methyl-2-(methyloxy)ethyl]oxy}-N-(1-methyl-1H-pyrazol-3-yl)benzamide), C(=O)[O-].[NH4+] (ammonium formate). Reagents/catalysts: [Pd] (palladium on charcoal). Solvent: C(C)O (ethanol). Product: O=S1(CCC2=C1C=CC(=C2)OC=2C=C(C(=O)NC1=NN(C=C1)C)C=C(C2)O[C@H](COC)C)=O (3-[(1,1-Dioxido-2,3-dihydro-1-benzothien-5-yl)oxy]-5-{[(1S)-1-methyl-2-(methyloxy)ethyl]oxy}-N-(1-methyl-1H-pyrazol-3-yl)benzamide). The yield is 57.4%. RXN SMILES: [O:1]=[S:2]1(=[O:33])[C:6]2[CH:7]=[CH:8][C:9]([O:11][C:12]3[CH:13]=[C:14]([CH:24]=[C:25]([O:27][C@@H:28]([CH3:32])[CH2:29][O:30][CH3:31])[CH:26]=3)[C:15]([NH:17][C:18]3[CH:22]=[CH:21][N:20]([CH3:23])[N:19]=3)=[O:16])=[CH:10][C:5]=2[CH:4]=[CH:3]1.C([O-])=O.[NH4+]>C(O)C.[Pd]>[O:33]=[S:2]1(=[O:1])[C:6]2[CH:7]=[CH:8][C:9]([O:11][C:12]3[CH:13]=[C:14]([CH:24]=[C:25]([O:27][C@@H:28]([CH3:32])[CH2:29][O:30][CH3:31])[CH:26]=3)[C:15]([NH:17][C:18]3[CH:22]=[CH:21][N:20]([CH3:23])[N:19]=3)=[O:16])=[CH:10][C:5]=2[CH2:4][CH2:3]1 |f:1.2|. Reported procedure: To a solution of 3-[(1,1-dioxido-1-benzothien-5-yl)oxy]-5-{[(1S)-1-methyl-2-(methyloxy)ethyl]oxy}-N-(1-methyl-1H-pyrazol-3-yl)benzamide (113 mg, 0.24 mmol) in ethanol (2.5 mL) was added ammonium formate (152 mg, 2.40 mmol) and 10% palladium on charcoal (25 mg) and the resultant mixture heated at 140° C. for 10 minutes in a microwave reactor. The catalyst was filtered and the residue reduced, taken up in DCM plus a little methanol and transferred to a silica cartridge, eluted with 0-3% methanol i...